From a dataset of the Open Reaction Database (ORD), a public repository of structured organic reaction records. describe an organic reaction: reactants, conditions, products, and yield Reactants: FC1=C(C=C2C=C(C(=C(C2=C1)OCOC)C1=CC=CC=C1)CCC)OC (7-Fluoro-6-(methyloxy)-1-{[(methyloxy)methyl]oxy}-2-phenyl-3-propyl naphthalene), Cl (HCl). Run in O1CCOCC1 (dioxane). Product: FC1=C(C=C2C=C(C(=C(C2=C1)O)C1=CC=CC=C1)CCC)OC (7-Fluoro-6-(methyloxy)-2-phenyl-3-propyl-1-naphthalenol). The yield is 101.0%. RXN SMILES: [F:1][C:2]1[CH:11]=[C:10]2[C:5]([CH:6]=[C:7]([CH2:22][CH2:23][CH3:24])[C:8]([C:16]3[CH:21]=[CH:20][CH:19]=[CH:18][CH:17]=3)=[C:9]2[O:12]COC)=[CH:4][C:3]=1[O:25][CH3:26].Cl>O1CCOCC1>[F:1][C:2]1[CH:11]=[C:10]2[C:5]([CH:6]=[C:7]([CH2:22][CH2:23][CH3:24])[C:8]([C:16]3[CH:21]=[CH:20][CH:19]=[CH:18][CH:17]=3)=[C:9]2[OH:12])=[CH:4][C:3]=1[O:25][CH3:26]. Procedure: 7-Fluoro-6-(methyloxy)-1-{[(methyloxy)methyl]oxy}-2-phenyl-3-propyl naphthalene (136) (0.48 g, 1.34 mmol) was treated with 4 M HCl in dioxane at room temperature to give 0.42 g (˜100%) of the title compound (137) as a light yellow viscous oil. 1H NMR (400 MHz, CDCl3): δ 0.79 (t, J=7.4 Hz, 3H), 1.40-1.60 (m, 2H), 2.44 (t, J=7.8 Hz, 2H), 4.00 (s, 3H), 5.13 (s, 1H), 7.13 (d, J=8.2 Hz, 1H), 7.21 (s, 1H), 7.30-7.36 (m, 2H), 7.42-7.49 (m, 1H), 7.50-7.56 (m, 2H), 7.79 (d, J=12.5 Hz, 1H). LCMS (ESI): m/... Reactants: CN(C1(CCCC1)C#N)CCOC (1-{methyl[2-(methyloxy)ethyl]amino}cyclopentanecarbonitrile), C1(=CC=CC=C1)[Li] (phenyllithium), C(CCC)OCCCC (di-n-butylether), [BH4-].[Na+] (sodium borohydride), NC(C1(CCCC1)N(C)C)C1=CC=CC=C1 (Racemic {1-[amino(phenyl)methyl]cyclopentyl}dimethylamine). Run in C1CCOC1 (THF), CO (methanol). The product is NC(C1(CCCC1)N(CCOC)C)C1=CC=CC=C1 ((±)-{1-[Amino(phenyl)methyl]cyclopentyl}methyl[2-(methyloxy)ethyl]amine). Yield: 42.0%. RXN SMILES: [CH3:1][N:2]([CH2:10][CH2:11][O:12][CH3:13])[C:3]1([C:8]#[N:9])[CH2:7][CH2:6][CH2:5][CH2:4]1.[C:14]1([Li])[CH:19]=[CH:18][CH:17]=[CH:16][CH:15]=1.C(OCCCC)CCC.[BH4-].[Na+].NC(C1C=CC=CC=1)C1(N(C)C)CCCC1>C1COCC1.CO>[NH2:9][CH:8]([C:14]1[CH:19]=[CH:18][CH:17]=[CH:16][CH:15]=1)[C:3]1([N:2]([CH3:1])[CH2:10][CH2:11][O:12][CH3:13])[CH2:7][CH2:6][CH2:5][CH2:4]1 |f:3.4|. Procedure: The title compound (1.22 g; 42%) was prepared from 1-{methyl[2-(methyloxy)ethyl]amino}cyclopentanecarbonitrile D35 (2.0 g; 11 mmol), and phenyllithium in di-n-butylether (6.7 ml of 1.8M solution; 12 mmol) in THF (25 ml), followed by reaction with sodium borohydride (1.25 g; 33 mmol) in methanol (25 ml) in a similar manner to that described in D2. Mass Spectrum (Electrospray LC/MS). Found 263 (MH+). C16H26N2O requires 262. Ret. time 1.57 min. Starting materials: BrN1C(CCC1=O)=O (1-Bromo-2,5-pyrrolidinedione), ClC=1C=C2C(=C(N(C2=CC1)CC(=O)O)C)C1=CC=NC2=CC(=CC=C12)Cl ([5-chloro-3-(7-chloroquinolin-4-yl)-2-methyl-1H-indol-1-yl]acetic acid). The solvent is CN(C)C=O (DMF), O (water), O (Water). Conditions: time 20 minute. The product is ClC=1C=C2C(=C(N(C2=CC1)CC(=O)O)CO)C1=CC=NC2=CC(=CC=C12)Cl (5-Chloro-3-(7-chloro-4-quinolinyl)-2-(hydroxymethyl)-1H-indole-1-acetic acid). As a reaction SMILES: BrN1C(=[O:7])CCC1=O.[Cl:9][C:10]1[CH:11]=[C:12]2[C:16](=[CH:17][CH:18]=1)[N:15]([CH2:19][C:20]([OH:22])=[O:21])[C:14]([CH3:23])=[C:13]2[C:24]1[C:33]2[C:28](=[CH:29][C:30]([Cl:34])=[CH:31][CH:32]=2)[N:27]=[CH:26][CH:25]=1>CN(C=O)C.O>[Cl:9][C:10]1[CH:11]=[C:12]2[C:16](=[CH:17][CH:18]=1)[N:15]([CH2:19][C:20]([OH:22])=[O:21])[C:14]([CH2:23][OH:7])=[C:13]2[C:24]1[C:33]2[C:28](=[CH:29][C:30]([Cl:34])=[CH:31][CH:32]=2)[N:27]=[CH:26][CH:25]=1. Procedure: 1-Bromo-2,5-pyrrolidinedione (0.26 g) was added to a solution of the product from Example 27 step b) (0.5 g) in DMF (5 ml) and the solution stirred at room temperature for 20 mins. Water (5 ml) was added and the mixture stirred for a further 30 mins. The reaction was diluted with further water (50 ml), extracted with ethyl acetate, dried (MgSO4) and filtered. The filtrate was evaporated in vacuo and the residue purified by reverse phase HPLC. After evaporation in vacuo the oily residue was treat... The product is ClC1=C(N(C(=C1)C(=O)C1=CC=C(C=C1)C)C)CC(=O)OC (methyl 3-chloro-1-methyl-5-(p-toluoyl)pyrrole-2-acetate). Starting materials: ferric chloride, ClCl (chlorine), C([O-])([O-])=O.[Ca+2] (calcium carbonate), CN1C(=CC=C1C(=O)C1=CC=C(C=C1)C)CC(=O)OC (methyl 1-methyl-5-(p-toluoyl)- pyrrole-2-acetate), 16g. Solvent: C(Cl)(Cl)Cl (chloroform), C(Cl)(Cl)Cl (chloroform). Procedure: A solution of 4.26g (0.06 mole) of chlorine in 75 ml. of chloroform is added rapidly to a mixture of 16.2g. (0.06 mole) of methyl 1-methyl-5-(p-toluoyl)- pyrrole-2-acetate, 16g (0.12 mole) of calcium carbonate, and 0.48g. (0.003 mole) of ferric chloride in 75 ml. of chloroform. The temperature rose somewhat. After an hour, when the chlorine has been consumed, the solids are removed by filtration and the filtrate is evaporated in vacuo to yield a red oil. The oil is chromatographed on 2lb. of Sil... As a reaction SMILES: [Cl:1]Cl.[CH3:3][N:4]1[C:8]([C:9]([C:11]2[CH:16]=[CH:15][C:14]([CH3:17])=[CH:13][CH:12]=2)=[O:10])=[CH:7][CH:6]=[C:5]1[CH2:18][C:19]([O:21][CH3:22])=[O:20].C(=O)([O-])[O-].[Ca+2]>C(Cl)(Cl)Cl>[Cl:1][C:6]1[CH:7]=[C:8]([C:9]([C:11]2[CH:16]=[CH:15][C:14]([CH3:17])=[CH:13][CH:12]=2)=[O:10])[N:4]([CH3:3])[C:5]=1[CH2:18][C:19]([O:21][CH3:22])=[O:20] |f:2.3|. Reactants: C(C1=CC=CC=C1)C1CCN(CC1)CC1=CC=C(C=C1)NC(=O)C1=CC2=CC(=CC=C2CC1)C1=CC=C(C=C1)C (N-[4-(4-benzyl-piperidino-methyl)-phenyl]-7-(4-methylphenyl)-3,4-dihydro-naphthalene-2-carboxamide), CI (methyl iodide), C(C)(=O)OCC (ethyl acetate). Run in CN(C)C=O (DMF). Conditions: time 23 hour. Yields the product [I-].C(C1=CC=CC=C1)C1CC[N+](CC1)(CC1=CC=C(C=C1)NC(=O)C1=CC2=CC(=CC=C2CC1)C1=CC=C(C=C1)C)C (4-benzyl-1-methyl-1-[4-[7-(4-methyl-phenyl)-3,4-dihydronaphthalene-2-carboxamido]benzyl]-piperidinium iodide). Reaction SMILES: [CH2:1]([CH:8]1[CH2:13][CH2:12][N:11]([CH2:14][C:15]2[CH:20]=[CH:19][C:18]([NH:21][C:22]([C:24]3[CH2:33][CH2:32][C:31]4[C:26](=[CH:27][C:28]([C:34]5[CH:39]=[CH:38][C:37]([CH3:40])=[CH:36][CH:35]=5)=[CH:29][CH:30]=4)[CH:25]=3)=[O:23])=[CH:17][CH:16]=2)[CH2:10][CH2:9]1)[C:2]1[CH:7]=[CH:6][CH:5]=[CH:4][CH:3]=1.C[I:42].[C:43](OCC)(=O)C>CN(C=O)C>[I-:42].[CH2:1]([CH:8]1[CH2:13][CH2:12][N+:11]([CH3:43])([CH2:14][C:15]2[CH:20]=[CH:19][C:18]([NH:21][C:22]([C:24]3[CH2:33][CH2:32][C:31]4[C:26](=[CH:27][C:28]([C:34]5[CH:35]=[CH:36][C:37]([CH3:40])=[CH:38][CH:39]=5)=[CH:29][CH:30]=4)[CH:25]=3)=[O:23])=[CH:17][CH:16]=2)[CH2:10][CH2:9]1)[C:2]1[CH:7]=[CH:6][CH:5]=[CH:4][CH:3]=1 |f:4.5|. Procedure: In DMF (3ml) was dissolved N-[4-(4-benzyl-piperidino-methyl)-phenyl]-7-(4-methylphenyl)-3,4-dihydro-naphthalene-2-carboxamide (150mg), and to the mixture was added methyl iodide (53 μl). The mixture was stirred at room temperature for 23 hours. To the reaction mixture was added ethyl acetate (100ml), and the resulting precipitate was filtered to give 4-benzyl-1-methyl-1-[4-[7-(4-methyl-phenyl)-3,4-dihydronaphthalene-2-carboxamido]benzyl]-piperidinium iodide (Compound 36) (141mg, ratio of isomers... Reactants: [Br-], [Br-], Br, CC#N, CSc1ccc(-c2cc(N)nn2-c2ccc(F)cc2)cc1, O=N[O-], [Na+], [Na+], O, O=S(=O)(O)O. Yields the product CSc1ccc(-c2cc(Br)nn2-c2ccc(F)cc2)cc1. RXN SMILES: [Br-:31].[Br-:33].[BrH:34].[CH3:36][C:37]#[N:38].[F:5][c:6]1[cH:7][cH:8][c:9](-[n:12]2[n:13][c:14]([NH2:25])[cH:15][c:16]2-[c:17]2[cH:18][cH:19][c:20]([S:23][CH3:24])[cH:21][cH:22]2)[cH:10][cH:11]1.[N:1]([O-:2])=[O:3].[Na+:32].[Na+:4].[OH2:35].[S:26](=[O:27])(=[O:28])([OH:29])[OH:30]>>[F:5][c:6]1[cH:7][cH:8][c:9](-[n:12]2[n:13][c:14]([Br:31])[cH:15][c:16]2-[c:17]2[cH:18][cH:19][c:20]([S:23][CH3:24])[cH:21][cH:22]2)[cH:10][cH:11]1. The reactants are O=C(O)c1coc(Br)c1, Cc1cc(C)cc(N)c1, Cc1cc(C)cc(S)c1, CN(C)C=O. The product is Cc1cc(C)cc(Sc2cc(C(=O)O)co2)c1. RXN SMILES: [Br:19][c:20]1[cH:21][c:22]([C:25](=[O:26])[OH:27])[cH:23][o:24]1.[CH3:10][c:11]1[cH:12][c:13]([NH2:18])[cH:14][c:15]([CH3:16])[cH:17]1.[CH3:1][c:2]1[cH:3][c:4]([SH:9])[cH:5][c:6]([CH3:8])[cH:7]1.[CH3:28][N:29]([CH3:30])[CH:31]=[O:32]>>[CH3:1][c:2]1[cH:3][c:4]([S:9][c:20]2[cH:21][c:22]([C:25](=[O:26])[OH:27])[cH:23][o:24]2)[cH:5][c:6]([CH3:8])[cH:7]1. Reactants: OC1CN(C1)C1=C(C=C(C=C1)N1C(O[C@H](C1)COC1=NOC=C1)=O)F (3-(4-(3-Hydroxy-1-azetidinyl)-3-fluorophenyl)-5(R)-(isoxazol-3-yl-oxymethyl)oxazolidin-2-one), FC=1C=C(C=CC1N1C(=NC=C1)C)N1C(O[C@H](C1)CO)=O (3-(3-fluoro-4-(2-methyl-imidazol-1-yl)phenyl)-5(R)-hydroxymethyloxazolidin-2-one). The product is FC=1C=C(C=CC1N1C(=NC=C1)C)N1C(O[C@H](C1)COC1=NOC=C1)=O (3-(3-Fluoro-4-(2-methyl-imidazol-1-yl)phenyl)-5(R)-(isoxazol-3-yl-oxymethyl)oxazolidin-2-one). Reaction SMILES: O[CH:2]1[CH2:5][N:4]([C:6]2[CH:11]=[CH:10][C:9]([N:12]3[CH2:16][C@H:15]([CH2:17][O:18][C:19]4[CH:23]=[CH:22][O:21][N:20]=4)[O:14][C:13]3=[O:24])=[CH:8][C:7]=2[F:25])[CH2:3]1.FC1C=C(N2C[C@H](CO)OC2=O)C=C[C:32]=1[N:33]1C=CN=C1C>>[F:25][C:7]1[CH:8]=[C:9]([N:12]2[CH2:16][C@H:15]([CH2:17][O:18][C:19]3[CH:23]=[CH:22][O:21][N:20]=3)[O:14][C:13]2=[O:24])[CH:10]=[CH:11][C:6]=1[N:4]1[CH:3]=[CH:32][N:33]=[C:5]1[CH3:2]. Procedure: Using essentially the same procedure as for the intermediate of Example 65, but starting with 3-(3-fluoro-4-(2-methyl-imidazol-1-yl)phenyl)-5(R)-hydroxymethyloxazolidin-2-one (202 mg, 0.69 mmol), and purifying by chromatography on a 10 g silica Mega Bond Elut® column, eluting with a gradient increasing in polarity from 0 to 2.5% MeOH in dichloromethane, the title compound was prepared (137 mg). Reactants: C1C(CC2=CC=CC=C12)CC(=O)C1[C@H](NCS1)C(=O)N1[C@H](CO)CCC1 (1-[3-(Indan-2-ylacetyl)-L-thioprolyl]-L-prolinol), CN(C)C (trimethylamine). Solvent: CS(=O)C (dimethyl sulfoxide), CS(=O)C (dimethyl sulfoxide). Conditions: time 15 minute. Product: C1C(CC2=CC=CC=C12)CC(=O)C1[C@H](NCS1)C(=O)N1[C@H](C=O)CCC1 (1-[3-(indan-2-yl acetyl)-L-thioprolyl]-L-prolinal). Yield: 18.2%. Reaction SMILES: [CH2:1]1[C:9]2[C:4](=[CH:5][CH:6]=[CH:7][CH:8]=2)[CH2:3][CH:2]1[CH2:10][C:11]([CH:13]1[S:17][CH2:16][NH:15][C@@H:14]1[C:18]([N:20]1[CH2:26][CH2:25][CH2:24][C@H:21]1[CH2:22][OH:23])=[O:19])=[O:12].CN(C)C>CS(C)=O>[CH2:1]1[C:9]2[C:4](=[CH:5][CH:6]=[CH:7][CH:8]=2)[CH2:3][CH:2]1[CH2:10][C:11]([CH:13]1[S:17][CH2:16][NH:15][C@@H:14]1[C:18]([N:20]1[CH2:26][CH2:25][CH2:24][C@H:21]1[CH:22]=[O:23])=[O:19])=[O:12]. Procedure: 1-[3-(Indan-2-ylacetyl)-L-thioprolyl]-L-prolinol (590 mg) and trimethylamine (1.32 ml) were dissolved in 1.50 ml of dimethyl sulfoxide, followed by addition of 1.55 g of sulfur trioxide-pyridine complex dissolved in 2.25 ml of dimethyl sulfoxide at room temperature under agitation, which was then agitated for 15 minutes. The reaction solution was placed in ice-cold water, followed by extraction with chloroform. The organic phase was washed sequentially in 5% HCl, saturated aqueous sodium bicarbo... Starting materials: CNCCCCCCN(C)C (trimethyl-hexamethylene-diamine), O=O (oxygen), O=O (oxygen), C=1(O)C(O)=CC=CC1 (catechol), quinone. The reagents and catalysts are O.O.O.O.O.S(=O)(=O)([O-])[O-].[Cu+2] (copper sulfate pentahydrate). The solvent is CO (methanol). Yields the product C1(C(C=CC=C1)=O)=O.CNCCCCCCN(C)C (o-benzoquinone trimethyl-hexamethylene-diamine). RXN SMILES: [CH3:1][NH:2][CH2:3][CH2:4][CH2:5][CH2:6][CH2:7][CH2:8][N:9]([CH3:11])[CH3:10].[C:12]1([C:14](=[CH:16][CH:17]=[CH:18][CH:19]=1)[OH:15])[OH:13].O=O>CO.O.O.O.O.O.S([O-])([O-])(=O)=O.[Cu+2]>[C:14]1(=[O:15])[CH:16]=[CH:17][CH:18]=[CH:19][C:12]1=[O:13].[CH3:1][NH:2][CH2:3][CH2:4][CH2:5][CH2:6][CH2:7][CH2:8][N:9]([CH3:11])[CH3:10] |f:4.5.6.7.8.9.10,11.12|. Procedure: About 37.93 g (0.24 mol) trimethyl-hexamethylene-diamine and about 0.6 g (0.0024 mol) copper sulfate pentahydrate were dissolved in about 400 mL of methanol. About 26.4 g (0.24 mol) of catechol (chemical name 1,2-dihydroxybenzene) acting as both the quinone precursor and catalyst was added to the reactant mixture. A gentle stream of oxygen at a flow rate of about 50 cc/min was then passed through the reaction mixture for about three hours, while maintaining the reaction temperature around 20°-25...